From a dataset of the Open Reaction Database (ORD), a public repository of structured organic reaction records. describe an organic reaction: reactants, conditions, products, and yield Reactants: O=C([O-])O, ClCCl, COc1cccc(SCc2cccc([N+](=O)[O-])c2C(=O)O)c1, O=C(OC(=O)C(F)(F)F)C(F)(F)F, [Na+]. RXN SMILES: [C:36](=[O:37])([O-:38])[OH:39].[CH2:41]([Cl:42])[Cl:43].[CH3:1][O:2][c:3]1[cH:4][c:5]([S:9][CH2:10][c:11]2[c:12]([C:13](=[O:14])[OH:15])[c:16]([N+:20](=[O:21])[O-:22])[cH:17][cH:18][cH:19]2)[cH:6][cH:7][cH:8]1.[F:23][C:24]([F:25])([F:26])[C:27]([O:28][C:29](=[O:30])[C:31]([F:32])([F:33])[F:34])=[O:35].[Na+:40]>>[CH3:1][O:2][c:3]1[cH:4][c:5]2[c:6]([cH:7][cH:8]1)[C:13](=[O:15])[c:12]1[c:11]([cH:19][cH:18][cH:17][c:16]1[N+:20](=[O:21])[O-:22])[CH2:10][S:9]2. The product is COc1ccc2c(c1)SCc1cccc([N+](=O)[O-])c1C2=O. Reactants: (E)-1,3-butadiene butyl sulphide, C(=CCCCCC)Br.[Mg] (magnesium 1-heptenyl bromide), [Cl-].[NH4+] (ammonium chloride). Reagents/catalysts: [Br-].C1(=CC=CC=C1)P(C1=CC=CC=C1)C1=CC=CC=C1.C1(=CC=CC=C1)P(C1=CC=CC=C1)C1=CC=CC=C1.[Ni+2].[Br-] (nickel (2+) bis(triphenylphosphine) bromide). Run in O1CCCC1 (tetrahydrofuran). Run at time 1 hour. Yields the product C=C\C=C\C=C\CCCCC ((3E,5E)-1,3,5-undecatriene). As a reaction SMILES: [CH:1](Br)=[CH:2][CH2:3][CH2:4][CH2:5][CH2:6][CH3:7].[Mg].[Cl-].[NH4+]>O1CCCC1.[Br-].C1(P(C2C=CC=CC=2)C2C=CC=CC=2)C=CC=CC=1.C1(P(C2C=CC=CC=2)C2C=CC=CC=2)C=CC=CC=1.[Ni+2].[Br-]>[CH2:1]=[CH:2]/[CH:3]=[CH:4]/[CH:5]=[CH:6]/[CH2:7][CH2:1][CH2:2][CH2:3][CH3:4] |f:0.1,2.3,5.6.7.8.9|. Reported procedure: 100 millimoles of magnesium 1-heptenyl bromide (mixture of two isomers Z and E in a ratio by weight of 50% and 50%) are added to a solution of 50 millimoles of (E)-1,3-butadiene butyl sulphide and 3.25 millimoles of nickel (2+) bis(triphenylphosphine) bromide in 200 ml of tetrahydrofuran. The reaction is allowed to proceed, without the reaction medium being cooled, until the starting materials have disappeared completely. The mixture is then hydrolysed with 100 ml of a saturated ammonium chlorid... Starting materials: CC#N, O=C(CCl)Nc1ccncc1F, O=C(OC1CN2CCC1CC2)C1(c2ccccc2)CCCCCC1. Yields the product [Cl-], O=C(C[N+]12CCC(CC1)C(OC(=O)C1(c3ccccc3)CCCCCC1)C2)Nc1ccncc1F. Reaction SMILES: [CH3:37][C:38]#[N:39].[Cl:25][CH2:26][C:27](=[O:28])[NH:29][c:30]1[c:31]([F:36])[cH:32][n:33][cH:34][cH:35]1.[N:1]12[CH2:2][CH:3]([O:9][C:10](=[O:11])[C:12]3([c:19]4[cH:20][cH:21][cH:22][cH:23][cH:24]4)[CH2:13][CH2:14][CH2:15][CH2:16][CH2:17][CH2:18]3)[CH:4]([CH2:5][CH2:6]1)[CH2:7][CH2:8]2>>[Cl-:25].[N+:1]12([CH2:26][C:27](=[O:28])[NH:29][c:30]3[c:31]([F:36])[cH:32][n:33][cH:34][cH:35]3)[CH2:2][CH:3]([O:9][C:10](=[O:11])[C:12]3([c:19]4[cH:20][cH:21][cH:22][cH:23][cH:24]4)[CH2:13][CH2:14][CH2:15][CH2:16][CH2:17][CH2:18]3)[CH:4]([CH2:5][CH2:6]1)[CH2:7][CH2:8]2. The reactants are O (water), [OH-].[K+] (Potassium hydroxide), CO (methanol), ClC1=NC=CC2=C1C=CN2C2=C(C=C(C=C2)C(F)(F)F)Cl (4-chloro-1-(2-chloro-4-trifluoromethylphenyl)-pyrrolo[3,2-c]pyridine). Solvent: CS(=O)C (dimethyl sulfoxide). Reaction conditions: time 18 hour. Yields the product ClC1=C(C=CC(=C1)C(F)(F)F)N1C=CC=2C(=NC=CC21)OC (1-(2'-chloro-4'-trifluoromethylphenyl)-4-methoxy-pyrrolo[3,2-c]pyridine). Reaction SMILES: [OH-:1].[K+].[CH3:3]O.Cl[C:6]1[C:11]2[CH:12]=[CH:13][N:14]([C:15]3[CH:20]=[CH:19][C:18]([C:21]([F:24])([F:23])[F:22])=[CH:17][C:16]=3[Cl:25])[C:10]=2[CH:9]=[CH:8][N:7]=1.O>CS(C)=O>[Cl:25][C:16]1[CH:17]=[C:18]([C:21]([F:24])([F:23])[F:22])[CH:19]=[CH:20][C:15]=1[N:14]1[C:10]2[CH:9]=[CH:8][N:7]=[C:6]([O:1][CH3:3])[C:11]=2[CH:12]=[CH:13]1 |f:0.1|. Procedure details: Potassium hydroxide (0.7 g, 12 mmol) and methanol (2 ml) were stirred together in dimethyl sulfoxide (20 ml) at room temperature for 30 minutes. 4-chloro-1-(2-chloro-4-trifluoromethylphenyl)-pyrrolo[3,2-c]pyridine (2.0 g, 6 mmol) was added and stirring continued for 18 hours. The mixture was poured into water and the precipitate collected by filtration. Further purification by flash column chromatography on silica gel gave 1-(2'-chloro-4'-trifluoromethylphenyl)-4-methoxy-pyrrolo[3,2-c]pyridine (... Reactants: CO, Cl, CCN1CCN(c2nc(-c3ccc(C4=CCOCC4)cc3)cc3ccccc23)CC1, O=[Pt]. Product: Cl, CCN1CCN(c2nc(-c3ccc(C4CCOCC4)cc3)cc3ccccc23)CC1. RXN SMILES: [CH3:34][OH:35].[ClH:31].[O:1]1[CH2:2][CH:3]=[C:4]([c:7]2[cH:8][cH:9][c:10](-[c:13]3[n:14][c:15]([N:23]4[CH2:24][CH2:25][N:26]([CH2:29][CH3:30])[CH2:27][CH2:28]4)[c:16]4[cH:17][cH:18][cH:19][cH:20][c:21]4[cH:22]3)[cH:11][cH:12]2)[CH2:5][CH2:6]1.[Pt:32]=[O:33]>>[ClH:31].[O:1]1[CH2:2][CH2:3][CH:4]([c:7]2[cH:8][cH:9][c:10](-[c:13]3[n:14][c:15]([N:23]4[CH2:24][CH2:25][N:26]([CH2:29][CH3:30])[CH2:27][CH2:28]4)[c:16]4[cH:17][cH:18][cH:19][cH:20][c:21]4[cH:22]3)[cH:11][cH:12]2)[CH2:5][CH2:6]1. Reactants: [Li]CCCC, O=C1NC(Cc2ccccc2)CO1, C1CCOC1, O=C(Cl)CC1CCCCC1. The product is O=C(CC1CCCCC1)N1C(=O)OCC1Cc1ccccc1. RXN SMILES: [CH2:14]([Li:15])[CH2:16][CH2:17][CH3:18].[CH2:1]([c:2]1[cH:3][cH:4][cH:5][cH:6][cH:7]1)[CH:8]1[NH:9][C:10](=[O:13])[O:11][CH2:12]1.[CH2:29]1[O:30][CH2:31][CH2:32][CH2:33]1.[CH:19]1([CH2:25][C:26](=[O:27])[Cl:28])[CH2:20][CH2:21][CH2:22][CH2:23][CH2:24]1>>[CH2:1]([c:2]1[cH:3][cH:4][cH:5][cH:6][cH:7]1)[CH:8]1[N:9]([C:26]([CH2:25][CH:19]2[CH2:20][CH2:21][CH2:22][CH2:23][CH2:24]2)=[O:27])[C:10](=[O:13])[O:11][CH2:12]1. Reactants: Cc1cc(C2CC2)ccc1N1CCN(C(=O)c2ccc(Br)nc2)CC1, O=C1NCCO1. The product is Cc1cc(C2CC2)ccc1N1CCN(C(=O)c2ccc(N3CCOC3=O)nc2)CC1. RXN SMILES: [Br:1][c:2]1[cH:3][cH:4][c:5]([C:8](=[O:9])[N:10]2[CH2:11][CH2:12][N:13]([c:16]3[c:17]([CH3:25])[cH:18][c:19]([CH:22]4[CH2:23][CH2:24]4)[cH:20][cH:21]3)[CH2:14][CH2:15]2)[cH:6][n:7]1.[O:26]1[C:27](=[O:31])[NH:28][CH2:29][CH2:30]1>>[c:2]1([N:28]2[C:27](=[O:31])[O:26][CH2:30][CH2:29]2)[cH:3][cH:4][c:5]([C:8](=[O:9])[N:10]2[CH2:11][CH2:12][N:13]([c:16]3[c:17]([CH3:25])[cH:18][c:19]([CH:22]4[CH2:23][CH2:24]4)[cH:20][cH:21]3)[CH2:14][CH2:15]2)[cH:6][n:7]1. The reactants are [Li+].[B-](CC)(CC)CC (Super Hydride), C(#N)C1=C(C(=C(C2=C1N=C(O2)C2CC2)C(C(=O)OC)CC=C)C2=CC=CC=C2)C (Methyl 2-(4-cyano-2-cyclopropyl-5-methyl-6-phenyl-1,3-benzoxazol-7-yl)pent-4-enate), [Cl-].[NH4+] (ammonium chloride). The solvent is O1CCCC1 (tetrahydrofuran). Run at time 2 hour. The product is C1(CC1)C=1OC=2C(N1)=C(C(=C(C2C(CC=C)CO)C2=CC=CC=C2)C)C#N (2-Cyclopropyl-7-(1-hydroxymethylbut-3-enyl)-5-methyl-6-phenyl-1,3-benzoxazole-4-carbonitrile). Yield: 94.4%. As a reaction SMILES: [C:1]([C:3]1[C:8]2[N:9]=[C:10]([CH:12]3[CH2:14][CH2:13]3)[O:11][C:7]=2[C:6]([CH:15]([CH2:20][CH:21]=[CH2:22])[C:16](OC)=[O:17])=[C:5]([C:23]2[CH:28]=[CH:27][CH:26]=[CH:25][CH:24]=2)[C:4]=1[CH3:29])#[N:2].[Li+].[B-](CC)(CC)CC.[Cl-].[NH4+]>O1CCCC1>[CH:12]1([C:10]2[O:11][C:7]3[C:8](=[C:3]([C:1]#[N:2])[C:4]([CH3:29])=[C:5]([C:23]4[CH:24]=[CH:25][CH:26]=[CH:27][CH:28]=4)[C:6]=3[CH:15]([CH2:16][OH:17])[CH2:20][CH:21]=[CH2:22])[N:9]=2)[CH2:13][CH2:14]1 |f:1.2,3.4,^1:30|. Procedure details: Methyl 2-(4-cyano-2-cyclopropyl-5-methyl-6-phenyl-1,3-benzoxazol-7-yl)pent-4-enate (I-296) (100 mg, 0.26 mmol) was dissolved in tetrahydrofuran (2 ml), then under nitrogen atmosphere at −78° C., Super Hydride (1.0 M tetrahydrofuran solution) (570 μl, 0.52 mmol) was dropwise added. After stirring at the same temperature for 2 hours, aqueous saturated ammonium chloride solution was added, followed by further stirring at room, temperature for 10 minutes. The solution was extracted three times with ... The reactants are Cc1cc2c(cc1Br)C(=O)CCC2(C)C, CCO, Cl, CON, c1ccncc1. Product: CON=C1CCC(C)(C)c2cc(C)c(Br)cc21. RXN SMILES: [Br:1][c:2]1[c:3]([CH3:15])[cH:4][c:5]2[c:10]([cH:11]1)[C:9](=[O:12])[CH2:8][CH2:7][C:6]2([CH3:13])[CH3:14].[CH3:26][CH2:27][OH:28].[ClH:16].[O:17]([CH3:18])[NH2:19].[cH:20]1[cH:21][cH:22][n:23][cH:24][cH:25]1>>[Br:1][c:2]1[c:3]([CH3:15])[cH:4][c:5]2[c:10]([cH:11]1)[C:9](=[N:19][O:17][CH3:18])[CH2:8][CH2:7][C:6]2([CH3:13])[CH3:14].